describe an organic reaction: reactants, conditions, products, and yield From a dataset of the Open Reaction Database (ORD), a public repository of structured organic reaction records. Reactants: BrBr (Bromine), N1C=NC=C1 (Imidazole), C1(=CC=CC=C1)P(C1=CC=CC=C1)C1=CC=CC=C1 (triphenylphosphine), C(C)N(C(C1=C(C(=C(C=C1)F)F)CO)=O)CC (N,N-diethyl-3,4-difluoro-2-hydroxymethyl-benzamide). Run in C(C)#N (acetonitrile), ClCCl (dichloromethane), ClCCl (dichloromethane), C(C)(=O)OCC (ethyl acetate). Run at temperature 70 celsius, time 5 minute. Product: C(C)N(C(C1=C(C(=C(C=C1)F)F)CN1C=NC=C1)=O)CC (N,N-diethyl-3,4-difluoro-2-imidazol-1-ylmethyl-benzamide). Reaction SMILES: C1(P(C2C=CC=CC=2)C2C=CC=CC=2)C=CC=CC=1.BrBr.[CH2:22]([N:24]([CH2:37][CH3:38])[C:25](=[O:36])[C:26]1[CH:31]=[CH:30][C:29]([F:32])=[C:28]([F:33])[C:27]=1[CH2:34]O)[CH3:23].[NH:39]1[CH:43]=[CH:42][N:41]=[CH:40]1>ClCCl.C(OCC)(=O)C.C(#N)C>[CH2:22]([N:24]([CH2:37][CH3:38])[C:25](=[O:36])[C:26]1[CH:31]=[CH:30][C:29]([F:32])=[C:28]([F:33])[C:27]=1[CH2:34][N:39]1[CH:43]=[CH:42][N:41]=[CH:40]1)[CH3:23]. Procedure details: A flask is charged with polymer-supported triphenylphosphine (1.48 mmol/g, 6.87 g, 10.17 mmol) and dichloromethane (70 mL). Bromine (1.58 g, 9.77 mmol) is added at r.t., followed with N,N-diethyl-3,4-difluoro-2-hydroxymethyl-benzamide (1.100 g, 4.070 mmol) in dichloromethane (15 mL). After 5 min, the mixture is filtered and the resin is washed several times with dichloromethane. The resulting filtrate is concentrated in vacuo to yield an oil. Imidazole (2.80 g, 40.70 mmol) is added, followed wit... Reactants: C(C1=CC=CC=C1)OC1=C(SC(=C1)C(C)C)C(=O)N(C)OC (3-benzyloxy-5-isopropyl-N-methoxy-N-methylthiophene-2-carboxamide), COC1=CC=C(C=C1)[Mg]Br (4-methoxyphenymagnesium bromide). Run in O1CCCC1 (tetrahydrofuran), O1CCCC1 (tetrahydrofuran). Conditions: temperature 22 celsius, time 30 minute. Yields the product C(C1=CC=CC=C1)OC1=C(SC(=C1)C(C)C)C(=O)C1=CC=C(C=C1)OC ((3-Benzyloxy-5-isopropyl-thiophen-2-yl)-(4-methoxy-phenyl)-methanone). RXN SMILES: [CH2:1]([O:8][C:9]1[CH:13]=[C:12]([CH:14]([CH3:16])[CH3:15])[S:11][C:10]=1[C:17](N(OC)C)=[O:18])[C:2]1[CH:7]=[CH:6][CH:5]=[CH:4][CH:3]=1.[CH3:23][O:24][C:25]1[CH:30]=[CH:29][C:28]([Mg]Br)=[CH:27][CH:26]=1>O1CCCC1>[CH2:1]([O:8][C:9]1[CH:13]=[C:12]([CH:14]([CH3:15])[CH3:16])[S:11][C:10]=1[C:17]([C:28]1[CH:29]=[CH:30][C:25]([O:24][CH3:23])=[CH:26][CH:27]=1)=[O:18])[C:2]1[CH:3]=[CH:4][CH:5]=[CH:6][CH:7]=1. Procedure details: 860 mg of 3-benzyloxy-5-isopropyl-N-methoxy-N-methylthiophene-2-carboxamide were dissolved in 50 ml of tetrahydrofuran (THF) and cooled to 0> C. in an ice bath, and 31.3 ml of 0.5 molar 4-methoxyphenymagnesium bromide solution in tetrahydrofuran were added. After 30 min, the ice bath was removed and the reaction mixture was warmed to 22° C. After one hour, 70 ml of saturated sodium bicarbonate solution were added to the reaction mixture, and it was extracted twice with 100 ml of methyl acetate e... Reactants: COC(OC)OC, CO, O=C1CCN(c2ccc([N+](=O)[O-])cc2)CC1(F)F, O, Cc1ccc(S(=O)(=O)O)cc1. Yields the product COC1(OC)CCN(c2ccc([N+](=O)[O-])cc2)CC1(F)F. RXN SMILES: [CH3:19][O:20][CH:21]([O:22][CH3:23])[O:24][CH3:25].[CH3:38][OH:39].[F:1][C:2]1([F:18])[CH2:3][N:4]([c:9]2[cH:10][cH:11][c:12]([N+:15](=[O:16])[O-:17])[cH:13][cH:14]2)[CH2:5][CH2:6][C:7]1=[O:8].[OH2:26].[c:27]1([CH3:28])[cH:29][cH:30][c:31]([S:32]([OH:33])(=[O:34])=[O:35])[cH:36][cH:37]1>>[F:1][C:2]1([F:18])[CH2:3][N:4]([c:9]2[cH:10][cH:11][c:12]([N+:15](=[O:16])[O-:17])[cH:13][cH:14]2)[CH2:5][CH2:6][C:21]1([O:20][CH3:19])[O:22][CH3:23]. The reactants are BrC(Br)(Br)Br, CN(C)C1(c2ccccc2)CCC(c2[nH]c3ccccc3c2CCO)CC1, ClCCl, c1ccc(P(c2ccccc2)c2ccccc2)cc1. The product is CN(C)C1(c2ccccc2)CCC(c2[nH]c3ccccc3c2CCBr)CC1. RXN SMILES: [Br:28][C:29]([Br:30])([Br:31])[Br:32].[CH3:1][N:2]([C:3]1([c:21]2[cH:22][cH:23][cH:24][cH:25][cH:26]2)[CH2:4][CH2:5][CH:6]([c:9]2[nH:10][c:11]3[cH:12][cH:13][cH:14][cH:15][c:16]3[c:17]2[CH2:18][CH2:19][OH:20])[CH2:7][CH2:8]1)[CH3:27].[Cl:52][CH2:53][Cl:54].[c:33]1([P:34]([c:35]2[cH:36][cH:37][cH:38][cH:39][cH:40]2)[c:41]2[cH:42][cH:43][cH:44][cH:45][cH:46]2)[cH:47][cH:48][cH:49][cH:50][cH:51]1>>[CH3:1][N:2]([C:3]1([c:21]2[cH:22][cH:23][cH:24][cH:25][cH:26]2)[CH2:4][CH2:5][CH:6]([c:9]2[nH:10][c:11]3[cH:12][cH:13][cH:14][cH:15][c:16]3[c:17]2[CH2:18][CH2:19][Br:28])[CH2:7][CH2:8]1)[CH3:27]. Reaction SMILES: [Br:1][C:2]1[CH:3]=[C:4]2[CH2:10][CH2:9][N:8]([Si:11]([C:14]([CH3:17])([CH3:16])[CH3:15])([CH3:13])[CH3:12])[C:5]2=[N:6][CH:7]=1.ClC1C(=O)C(C#N)=C(C#N)C(=O)C=1Cl>ClCCl.C(=O)(O)[O-].[Na+]>[Br:1][C:2]1[CH:3]=[C:4]2[CH:10]=[CH:9][N:8]([Si:11]([C:14]([CH3:17])([CH3:16])[CH3:15])([CH3:12])[CH3:13])[C:5]2=[N:6][CH:7]=1 |f:3.4|. Yield: 97.6%. Yields the product BrC=1C=C2C(=NC1)N(C=C2)[Si](C)(C)C(C)(C)C (5-bromo-1-(tert-butyl-dimethyl-silanyl)-1H-pyrrolo[2,3-b]pyridine). Conditions: time 1 hour. Solvent: C([O-])(O)=O.[Na+] (sodium bicarbonate), ClCCl (dichloromethane). Procedure: To a stirred solution of 5-bromo-1-(tert-butyl-dimethyl-silanyl)-2,3-dihydro-1H-pyrrolo[2,3-b]pyridine (17.0 g, 54.3 mmol) in dichloromethane (700 mL) was added 2,3-dichloro-5,6-dicyano-1,4-benzoquinone (12.3 g, 54.3 mmol) in one portion. After 1 h, the resulting black mixture was diluted with a saturated aqueous sodium bicarbonate solution and stirred vigorously for 30 min. The solids were filtered off and the filtrate was separated. The aqueous layer was extracted with ethyl acetate. The combi... The reactants are BrC=1C=C2C(=NC1)N(CC2)[Si](C)(C)C(C)(C)C (5-bromo-1-(tert-butyl-dimethyl-silanyl)-2,3-dihydro-1H-pyrrolo[2,3-b]pyridine), ClC=1C(C(=C(C(C1Cl)=O)C#N)C#N)=O (2,3-dichloro-5,6-dicyano-1,4-benzoquinone). Starting materials: O (Water), Cl.NC[C@H](O)C1=CC=C(C=C1)F ((R)-2-amino-1-(4-fluoro-phenyl)-ethanol hydrochloride), ClC1=NC=NC(=C1)Cl (4,6-dichloropyrimidine), C(=O)(O)[O-].[Na+] (NaHCO3). Solvent: O1CCOCC1 (dioxane). Run at temperature 100 celsius. Yields the product ClC1=CC(=NC=N1)NC[C@H](O)C1=CC=C(C=C1)F ((R)-2-(6-Chloro-pyrimidin-4-ylamino)-1-(4-fluoro-phenyl)-ethanol). Yield: 65.4%. Reaction SMILES: Cl.[NH2:2][CH2:3][C@@H:4]([C:6]1[CH:11]=[CH:10][C:9]([F:12])=[CH:8][CH:7]=1)[OH:5].[Cl:13][C:14]1[CH:19]=[C:18](Cl)[N:17]=[CH:16][N:15]=1.C([O-])(O)=O.[Na+].O>O1CCOCC1>[Cl:13][C:14]1[N:15]=[CH:16][N:17]=[C:18]([NH:2][CH2:3][C@@H:4]([C:6]2[CH:11]=[CH:10][C:9]([F:12])=[CH:8][CH:7]=2)[OH:5])[CH:19]=1 |f:0.1,3.4|. Reported procedure: A suspension of (R)-2-amino-1-(4-fluoro-phenyl)-ethanol hydrochloride (500 mg, 2.61 mmol), 4,6-dichloropyrimidine (353 mg, 2.37 mmol), and NaHCO3 (1.39 g, 16.6 mmol) in dioxane (10 mL) was heated in a 100° C. bath for 19 h and cooled to rt. Water (10 mL) was added, and the mixture, containing solid, was extracted with CH2Cl2 (3×10 mL). The combined organic extracts were dried (MgSO4) and concentrated. The residue was purified (FCC) to give the title compound as a white solid (415 mg, 59%) in 90%... Yields the product BrC1=C(C=C(C=C1)C1=C(C=C(C=C1)C#N)N=C=O)OC (4′-bromo-2-isocyanato-3′-methoxybiphenyl-4-carbonitrile). Reactants: NC1=C(C=CC(=C1)C#N)C1=CC(=C(C=C1)Br)OC (2-Amino-4′-bromo-3′-methoxybiphenyl-4-carbonitrile), C(=O)(Cl)Cl (phosgene). Reaction SMILES: [NH2:1][C:2]1[CH:7]=[C:6]([C:8]#[N:9])[CH:5]=[CH:4][C:3]=1[C:10]1[CH:15]=[CH:14][C:13]([Br:16])=[C:12]([O:17][CH3:18])[CH:11]=1.[C:19](Cl)(Cl)=[O:20]>>[Br:16][C:13]1[CH:14]=[CH:15][C:10]([C:3]2[CH:4]=[CH:5][C:6]([C:8]#[N:9])=[CH:7][C:2]=2[N:1]=[C:19]=[O:20])=[CH:11][C:12]=1[O:17][CH3:18]. Reported procedure: To the product from Step 2 (363 mg, 1.2 mmol) was added phosgene (20% solution in PhMe, 5.9 g, 11.97 mmol), and the mixture was heated to reflux for 2 hours. The solvent was then removed in vacuo to give crude 4′-bromo-2-isocyanato-3′-methoxybiphenyl-4-carbonitrile (394 mg, 1.2 mmol), which was then taken up in chlorobenzene (4 mL). To this mixture, AlCl3 (319 mg, 2.4 mmol) was added at RT. 1 N HCl (30 mL) was then added, which caused a grey precipitate to form. This was isolated by filtration a... Yield: 100.0%.